describe an organic reaction: reactants, conditions, products, and yield From a dataset of the Open Reaction Database (ORD), a public repository of structured organic reaction records. Starting materials: CCC1C(=O)N2C(C(=O)OCc3ccc([N+](=O)[O-])cc3)=C(SC(C)=O)SC12, C1COCCO1, O, O=C(O)CC(O)(CC(=O)O)C(=O)O, c1c[nH]cn1. RXN SMILES: [CH2:1]([CH3:2])[CH:3]1[CH:4]2[S:5][C:6]([S:24][C:25](=[O:26])[CH3:27])=[C:7]([C:11](=[O:12])[O:13][CH2:14][c:15]3[cH:16][cH:17][c:18]([N+:21](=[O:22])[O-:23])[cH:19][cH:20]3)[N:8]2[C:9]1=[O:10].[O:33]1[CH2:34][CH2:35][O:36][CH2:37][CH2:38]1.[OH2:39].[OH:40][C:41]([CH2:42][C:43]([C:44](=[O:45])[OH:46])([CH2:47][C:48](=[O:49])[OH:50])[OH:51])=[O:52].[nH:28]1[cH:29][cH:30][n:31][cH:32]1>>[CH2:1]([CH3:2])[CH:3]1[CH:4]2[S:5][C:6](=[S:24])[CH:7]([C:11](=[O:12])[O:13][CH2:14][c:15]3[cH:16][cH:17][c:18]([N+:21](=[O:22])[O-:23])[cH:19][cH:20]3)[N:8]2[C:9]1=[O:10]. Yields the product CCC1C(=O)N2C(C(=O)OCc3ccc([N+](=O)[O-])cc3)C(=S)SC12. Reactants: ClCCl, CO, O=[O+][O-], C=CCCC(C(=O)NCCCc1ccccc1)N1C(=O)c2ccccc2C1=O. Product: O=CCCC(C(=O)NCCCc1ccccc1)N1C(=O)c2ccccc2C1=O. RXN SMILES: [CH2:32]([Cl:33])[Cl:34].[CH3:35][OH:36].[O-:29][O+:30]=[O:31].[O:1]=[C:2]1[N:3]([CH:12]([C:13](=[O:14])[NH:15][CH2:16][CH2:17][CH2:18][c:19]2[cH:20][cH:21][cH:22][cH:23][cH:24]2)[CH2:25][CH2:26][CH:27]=[CH2:28])[C:4](=[O:11])[c:5]2[cH:6][cH:7][cH:8][cH:9][c:10]21>>[O:1]=[C:2]1[N:3]([CH:12]([C:13](=[O:14])[NH:15][CH2:16][CH2:17][CH2:18][c:19]2[cH:20][cH:21][cH:22][cH:23][cH:24]2)[CH2:25][CH2:26][CH:27]=[O:29])[C:4](=[O:11])[c:5]2[cH:6][cH:7][cH:8][cH:9][c:10]21. The reactants are C1(=CC=CC=C1)C1=NC2=C(C(N1)=O)CCC2 (2-phenyl-3,5,6,7-tetrahydro-4H-cyclopentapyrimidin-4-one), [H-].[Na+] (sodium hydride), C(C#C)Br (propargyl bromide), crude product. Solvent: O1CCCC1 (tetrahydrofuran), C1(=CC=CC=C1)C (toluene), C(Cl)Cl (methylene chloride). The product is C1(=CC=CC=C1)C1=NC2=C(C(N1CC#C)=O)CCC2 (2-phenyl-3-propargyl-3,5,6,7-tetrahydro-4H-cyclopentapyrimidin-4-one). Isolated yield 5.1%. Reaction SMILES: [C:1]1([C:7]2[NH:12][C:11](=[O:13])[C:10]3[CH2:14][CH2:15][CH2:16][C:9]=3[N:8]=2)[CH:6]=[CH:5][CH:4]=[CH:3][CH:2]=1.[H-].[Na+].[CH2:19](Br)[C:20]#[CH:21]>O1CCCC1.C1(C)C=CC=CC=1.C(Cl)Cl>[C:1]1([C:7]2[N:12]([CH2:21][C:20]#[CH:19])[C:11](=[O:13])[C:10]3[CH2:14][CH2:15][CH2:16][C:9]=3[N:8]=2)[CH:2]=[CH:3][CH:4]=[CH:5][CH:6]=1 |f:1.2|. Reported procedure: A slurry of 8.3 g (39.1 mmol) of 2-phenyl-3,5,6,7-tetrahydro-4H-cyclopentapyrimidin-4-one in 60 mL of tetrahydrofuran was added to 1.9 g (48 mmol) of 60% sodium hydride, with external cooling. A 6.4 g (43.0 mmol) portion of 80% by weight of propargyl bromide in toluene was added to the cooled solution. The ice bath was removed and the reaction was refluxed for 6 hours. The solvent was removed in vacuo, ether was added to the residue and the reaction was washed 3 times with water and once with br... The reactants are C(C)[Mg]Cl (Ethylmagnesium chloride), BrC1=C(C=C(S1)C1=NOC(C1)(C(F)(F)F)C1=CC(=CC(=C1)Cl)Cl)C (3-(5-bromo-4-methyl-thiophen-2-yl)-5-(3,5-dichloro-phenyl)-5-trifluoromethyl-4,5-dihydro-isoxazole), C(C)OC(=O)C#N (ethylcyanoformate). Run in C1CCOC1 (THF), C1CCOC1 (THF). Run at time 1 hour. The product is C(C)OC(=O)C=1SC(=CC1C)C1=NOC(C1)(C(F)(F)F)C1=CC(=CC(=C1)Cl)Cl (5-[5-(3,5-dichloro-phenyl)-5-trifluoromethyl-4,5-dihydro-isoxazol-3-yl]-3-methyl-thiophene-2-carboxylic acid ethyl ester). Isolated yield 56.8%. RXN SMILES: C([Mg]Cl)C.Br[C:6]1[S:10][C:9]([C:11]2[CH2:15][C:14]([C:20]3[CH:25]=[C:24]([Cl:26])[CH:23]=[C:22]([Cl:27])[CH:21]=3)([C:16]([F:19])([F:18])[F:17])[O:13][N:12]=2)=[CH:8][C:7]=1[CH3:28].[CH2:29]([O:31][C:32](C#N)=[O:33])[CH3:30]>C1COCC1>[CH2:29]([O:31][C:32]([C:6]1[S:10][C:9]([C:11]2[CH2:15][C:14]([C:20]3[CH:25]=[C:24]([Cl:26])[CH:23]=[C:22]([Cl:27])[CH:21]=3)([C:16]([F:19])([F:18])[F:17])[O:13][N:12]=2)=[CH:8][C:7]=1[CH3:28])=[O:33])[CH3:30]. Procedure: Ethylmagnesium chloride (10.9 ml, 2M in THF) is added over 30 minutes to a solution of 3-(5-bromo-4-methyl-thiophen-2-yl)-5-(3,5-dichloro-phenyl)-5-trifluoromethyl-4,5-dihydro-isoxazole (10.0 g, Example 2, step D) in THF (15 ml) at 0° C. After 1 hour at room temperature, a solution of ethylcyanoformate (2.81 g) in THF (15 ml) is added to the reaction mixture. After 40 minutes, the reaction is quenched with a saturated aqueous solution of NH4Cl in water. The mixture is extracted three times with ... Reactants: Cl.C(C)(C)(C)OC(CCN)=O (β-Alanine tert-butyl ester hydrochloride), solution, ClC(Cl)(OC(OC(Cl)(Cl)Cl)=O)Cl (Triphosgene). The solvent is C(Cl)Cl (CH2Cl2), C(=O)(O)[O-].[Na+] (NaHCO3), O (water), ice water. Conditions: time 2.5 hour. The product is N(=C=O)CCC(=O)OC(C)(C)C (tert-butyl 3-iso cyanatopropionate). The yield is 93.8%. As a reaction SMILES: Cl.[C:2]([O:6][C:7](=[O:11])[CH2:8][CH2:9][NH2:10])([CH3:5])([CH3:4])[CH3:3].Cl[C:13](Cl)([O:15]C(=O)OC(Cl)(Cl)Cl)Cl>C(Cl)Cl.C([O-])(O)=O.[Na+].O>[N:10]([CH2:9][CH2:8][C:7]([O:6][C:2]([CH3:5])([CH3:4])[CH3:3])=[O:11])=[C:13]=[O:15] |f:0.1,4.5|. Reported procedure: β-Alanine tert-butyl ester hydrochloride (13.0, 71.6 mmol) in CH2Cl2 (240 mL) and saturated NaHCO3(aq) solution (240 mL) was degassed and the flask was cooled in ice water bath. Triphosgene (21.2 g, 71.6 mmol) was added in one portion under inert atmosphere at 0° C. The reaction stirred at 0° C. to RT over 2.5 hr. The reaction was diluted with water (500 mL) and poured into reparatory funnel. The layers separated and the aqueous layer was extracted with CH2Cl2. The combined organic extracts were... The product is N#CSc1nc(I)ncc1Cl. Reaction SMILES: [CH:14]([OH:15])=[O:16].[Cl:1][c:2]1[c:3]([I:9])[n:4][c:5]([I:8])[n:6][cH:7]1.[K+:10].[S-:11][C:12]#[N:13]>>[Cl:1][c:2]1[c:3]([S:11][C:12]#[N:13])[n:4][c:5]([I:8])[n:6][cH:7]1. Starting materials: O=CO, Clc1cnc(I)nc1I, [K+], N#C[S-]. The reactants are Cn1cc(C2=C(c3cccc([N+](=O)[O-])c3)C(=O)OC2=O)c2ccccc21, N, CN(C)C=O, O. Yields the product Cn1cc(C2=C(c3cccc([N+](=O)[O-])c3)C(=O)NC2=O)c2ccccc21. RXN SMILES: [CH3:1][n:2]1[cH:3][c:4]([C:11]2=[C:15]([c:16]3[cH:17][c:18]([N+:22](=[O:23])[O-:24])[cH:19][cH:20][cH:21]3)[C:14](=[O:25])[O:13][C:12]2=[O:26])[c:5]2[cH:6][cH:7][cH:8][cH:9][c:10]12.[NH3:27].[O:29]=[CH:30][N:31]([CH3:32])[CH3:33].[OH2:28]>>[CH3:1][n:2]1[cH:3][c:4]([C:11]2=[C:15]([c:16]3[cH:17][c:18]([N+:22](=[O:23])[O-:24])[cH:19][cH:20][cH:21]3)[C:14](=[O:25])[NH:27][C:12]2=[O:26])[c:5]2[cH:6][cH:7][cH:8][cH:9][c:10]12.